Dataset: the Open Reaction Database (ORD), a public repository of structured organic reaction records. Task: describe an organic reaction: reactants, conditions, products, and yield Starting materials: C(C1=CC=CC=C1)N1[C@@H]2CN([C@H](C1)C2)C(=O)OCC ((1S,4S)-2-benzyl-5-ethoxycarbonyl-2,5-diazabicyclo(2.2.1)heptane), CCOCC (ether), O (H2O), O (H2O). Solvent: C1CCOC1 (THF), C1CCOC1 (THF), [NH4+].[OH-] (NH4OH). The product is C(C1=CC=CC=C1)N1[C@@H]2CN([C@H](C1)C2)C ((1S,4S)-2-benzyl-5-methyl-2,5diazabicyclo(2.2.1)heptane). Isolated yield 83.7%. Reaction SMILES: [CH2:1]([N:8]1[CH2:13][C@@H:12]2[CH2:14][C@H:9]1[CH2:10][N:11]2[C:15](OCC)=O)[C:2]1[CH:7]=[CH:6][CH:5]=[CH:4][CH:3]=1.CCOCC.O>C1COCC1.[NH4+].[OH-]>[CH2:1]([N:8]1[CH2:13][C@@H:12]2[CH2:14][C@H:9]1[CH2:10][N:11]2[CH3:15])[C:2]1[CH:3]=[CH:4][CH:5]=[CH:6][CH:7]=1 |f:4.5|. Procedure details: To a solution of (1S,4S)-2-benzyl-5-ethoxycarbonyl-2,5-diazabicyclo(2.2.1)heptane (3.3 g, 0.013 mol) in THF at -10° C., was added dropwise 1M LiAIH4 in ether (26.3 mL, 0.026 mol). The reaction mixture was slowly warmed to room temperature and mixed overnight. Upon cooling to 0° C., 4 mL of 95% THF:H2O was slowly added followed by 4 mL of H2O. The mixture was diluted with NH4OH (40 mL), filtered through a celite pad and concentrated in vacuo. The remaining NH4OH solution was further diluted with ... Reactants: CCCCCCCCCCCCCCCCCC[N+](C)(C)CCCCCCCCCCCCCCCCCC, [Cl-], O=[N+]([O-])c1ccc(Cl)c(Cl)c1, [F-], [K+]. The product is O=[N+]([O-])c1ccc(F)c(Cl)c1. Reaction SMILES: [CH2:15]([N+:16]([CH2:17][CH2:18][CH2:19][CH2:20][CH2:21][CH2:22][CH2:23][CH2:24][CH2:25][CH2:26][CH2:27][CH2:28][CH2:29][CH2:30][CH2:31][CH2:32][CH2:33][CH3:34])([CH3:35])[CH3:36])[CH2:37][CH2:38][CH2:39][CH2:40][CH2:41][CH2:42][CH2:43][CH2:44][CH2:45][CH2:46][CH2:47][CH2:48][CH2:49][CH2:50][CH2:51][CH2:52][CH3:53].[Cl-:14].[Cl:1][c:2]1[cH:3][c:4]([N+:9](=[O:10])[O-:11])[cH:5][cH:6][c:7]1[Cl:8].[F-:12].[K+:13]>>[Cl:1][c:2]1[cH:3][c:4]([N+:9](=[O:10])[O-:11])[cH:5][cH:6][c:7]1[F:12]. The reactants are COC(C1=C(C(=CC=C1)N)N)=O (2,3-diamino-benzoic acid methyl ester), C(C)(C)N(CC)C(C)C (diisopropylethyl amine), C(C)(=O)OCC(=O)Cl (acetoxy acetyl chloride). Solvent: ClCCl (dichloromethane), C(Cl)Cl (DCM). Reaction conditions: time 8 hour. Product: COC(=O)C1=CC=CC=2NC(=NC21)COC(C)=O (2-acetoxymethyl-1H-benzoimidazole-4-carboxylic acid methyl ester). The yield is 72.1%. RXN SMILES: [CH3:1][O:2][C:3](=[O:12])[C:4]1[CH:9]=[CH:8][CH:7]=[C:6]([NH2:10])[C:5]=1[NH2:11].C(N(C(C)C)CC)(C)C.[C:22]([O:25][CH2:26][C:27](Cl)=O)(=[O:24])[CH3:23]>ClCCl>[CH3:1][O:2][C:3]([C:4]1[C:5]2[N:11]=[C:27]([CH2:26][O:25][C:22](=[O:24])[CH3:23])[NH:10][C:6]=2[CH:7]=[CH:8][CH:9]=1)=[O:12]. Procedure: To a mixture of 2,3-diamino-benzoic acid methyl ester (40.8 mmol) and diisopropylethyl amine (8.5 mL, 49.0 mmol) in dichloromethane (80 mL) at −30° C. was added dropwise a solution of acetoxy acetyl chloride (4.8 mL, 44.9 mmol) in DCM (15 mL). The mixture was allowed to warm to room temperature and stirred overnight. The mixture was quenched with satd. ammonium chloride (50 mL), the layers separated and the aqueous phase extracted with DCM (60 mL). The combined organic layers were washed with br... Reactants: [N+](=O)(O)[O-] (nitric acid), ClC1=NC2=CC=CC=C2C(=N1)O (2-chloro-4-hydroxyquinazoline). Run in S(O)(O)(=O)=O (sulfuric acid), S(O)(O)(=O)=O (sulfuric acid). Product: ClC1=NC2=CC=C(C=C2C(=N1)O)[N+](=O)[O-] (2-chloro-4-hydroxy-6-nitro-quinazoline). Reaction SMILES: [N+:1]([O-:4])(O)=[O:2].[Cl:5][C:6]1[N:15]=[C:14]([OH:16])[C:13]2[C:8](=[CH:9][CH:10]=[CH:11][CH:12]=2)[N:7]=1>S(=O)(=O)(O)O>[Cl:5][C:6]1[N:15]=[C:14]([OH:16])[C:13]2[C:8](=[CH:9][CH:10]=[C:11]([N+:1]([O-:4])=[O:2])[CH:12]=2)[N:7]=1. Procedure: A cooled mixture of 70 ml of concentrated sulfuric acid and 35 ml of concentrated nitric acid was added dropwise to a cooled, stirred solution of 90 g of 2-chloro-4-hydroxyquinazoline [J. Chem. Soc., 1947, p. 775] in 270 ml of concentrated sulfuric acid at a rate such that the temperature remained at 5°-10° C. Stirring was continued until the reaction mixture reached room temperature, whereupon it was poured into crushed ice. The 2-chloro-4-hydroxy-6-nitro-quinazoline thus precipitated is filter... Starting materials: Cc1cc(C(N)=O)ccc1F, O=P(Cl)(Cl)Cl. Yields the product Cc1cc(C#N)ccc1F. Reaction SMILES: [F:1][c:2]1[c:3]([CH3:11])[cH:4][c:5]([C:6](=[O:7])[NH2:8])[cH:9][cH:10]1.[P:12]([Cl:13])([Cl:14])([Cl:15])=[O:16]>>[F:1][c:2]1[c:3]([CH3:11])[cH:4][c:5]([C:6]#[N:8])[cH:9][cH:10]1. Starting materials: Cc1nnc(-c2ccc(-c3ccc(C(=O)N4CCc5cc6c(cc54)C4(CCNCC4)CO6)cc3)c(C)c2)o1, COCCBr, Cl. Product: COCCN1CCC2(CC1)COc1cc3c(cc12)N(C(=O)c1ccc(-c2ccc(-c4nnc(C)o4)cc2C)cc1)CC3. As a reaction SMILES: [CH3:1][c:2]1[c:3](-[c:14]2[cH:15][cH:16][c:17]([C:20](=[O:21])[N:22]3[CH2:23][CH2:24][c:25]4[cH:26][c:27]5[c:28]([cH:29][c:30]43)[C:31]3([CH2:32][O:33]5)[CH2:34][CH2:35][NH:36][CH2:37][CH2:38]3)[cH:18][cH:19]2)[cH:4][cH:5][c:6](-[c:8]2[o:9][c:10]([CH3:13])[n:11][n:12]2)[cH:7]1.[CH3:39][O:40][CH2:41][CH2:42][Br:43].[ClH:44]>>[CH3:1][c:2]1[c:3](-[c:14]2[cH:15][cH:16][c:17]([C:20](=[O:21])[N:22]3[CH2:23][CH2:24][c:25]4[cH:26][c:27]5[c:28]([cH:29][c:30]43)[C:31]3([CH2:32][O:33]5)[CH2:34][CH2:35][N:36]([CH2:42][CH2:41][O:40][CH3:39])[CH2:37][CH2:38]3)[cH:18][cH:19]2)[cH:4][cH:5][c:6](-[c:8]2[o:9][c:10]([CH3:13])[n:11][n:12]2)[cH:7]1. Starting materials: Cl (hydrochloric acid), O1CCOC12CCC(CC2)C(CC2=CC=CC=C2)O (1-(1,4-dioxaspiro[4.5]dec-8-yl)-2-phenylethanol), [OH-].[Na+] (sodium hydroxide). Solvent: O1CCCC1 (tetrahydrofuran). Reaction conditions: temperature 50 celsius, time 8 hour. The product is OC(CC1=CC=CC=C1)C1CCC(CC1)=O (4-(1-Hydroxy-2-phenylethyl)cyclohexanone). RXN SMILES: Cl.[O:2]1[C:6]2([CH2:11][CH2:10][CH:9]([CH:12]([OH:20])[CH2:13][C:14]3[CH:19]=[CH:18][CH:17]=[CH:16][CH:15]=3)[CH2:8][CH2:7]2)OCC1.[OH-].[Na+]>O1CCCC1>[OH:20][CH:12]([CH:9]1[CH2:8][CH2:7][C:6](=[O:2])[CH2:11][CH2:10]1)[CH2:13][C:14]1[CH:19]=[CH:18][CH:17]=[CH:16][CH:15]=1 |f:2.3|. Procedure: 2 M hydrochloric acid (30 ml) was added to a solution of 1-(1,4-dioxaspiro[4.5]dec-8-yl)-2-phenylethanol (2.98 g, 11.3 mmol) in tetrahydrofuran (30 ml). The solution was stirred at 50° C. overnight. The mixture was rendered alkaline with 4 M sodium hydroxide solution, the phases were separated and the aqueous phase was extracted with methylene chloride (3×20 ml). The combined organic phases were dried with sodium sulfate and concentrated i. vac.